The task is: describe an organic reaction: reactants, conditions, products, and yield. This data is from the Open Reaction Database (ORD), a public repository of structured organic reaction records. Reactants: ClC1=CC(=C(C=C1)N1C(C2CCCCC2(C1=O)O)=S)F (2-(4-chloro-2-fluorophenyl)-3a-hydroxy-1-thioxo-octahydroisoindole-3-one), C(C)(=O)OC(C)=O (acetic acid anhydride). The solvent is N1=CC=CC=C1 (pyridine). Reaction conditions: time 8 hour. Yields the product ClC1=CC(=C(C=C1)N1C(C=2CCCCC2C1=S)=O)F (2-(4-Chloro-2-fluorophenyl)-2,3,4,5,6,7-hexahydro-3-thioxo-1H-isoindol-1-one). Isolated yield 94.8%. Reaction SMILES: [Cl:1][C:2]1[CH:7]=[CH:6][C:5]([N:8]2[C:16](=[O:17])[C:15]3(O)[CH:10]([CH2:11][CH2:12][CH2:13][CH2:14]3)[C:9]2=[S:19])=[C:4]([F:20])[CH:3]=1.C(OC(=O)C)(=O)C>N1C=CC=CC=1>[Cl:1][C:2]1[CH:7]=[CH:6][C:5]([N:8]2[C:9](=[S:19])[C:10]3[CH2:11][CH2:12][CH2:13][CH2:14][C:15]=3[C:16]2=[O:17])=[C:4]([F:20])[CH:3]=1. Reported procedure: In 75 ml of pyridine was dissolved 28.2 g of 2-(4-chloro-2-fluorophenyl)-3a-hydroxy-1-thioxo-octahydroisoindole-3-one, and 30 ml of acetic acid anhydride was added to the solution, which was allowed to stand at room temperature overnight. The reaction mixture was concentrated under reduced pressure, and the residue was dissolved in dichloromethane, washed with water and dried over anhydrous sodium sulfate. After distilling off the dichloromethane, the resulting crystals were washed with a small ... The reactants are liquid, [OH-].[Na+] (sodium hydroxide), N1CCC(CC1)CC(C)N1CCC(CC1)N1C(NC2=C1C=CC=C2)=O (1-[1-[2-(piperidin-4-yl)-1-methylethyl]-piperidin-4-yl]-1,3-dihydro-2H-benzimidazol-2-one), C(C1=CN=CC=C1)(=O)O (nicotinic acid), Cl.C(C)N=C=NCCCN(C)C (1-ethyl-3-[3-(dimethylamino)propyl]-carbodiimide hydrochloride), ON1N=NC2=C1C=CC=C2 (1-hydroxybenzotriazole). Run in C(Cl)(Cl)Cl (chloroform), C(C)N(CC)CC (triethylamine), C(Cl)(Cl)Cl (chloroform). Conditions: time 8 hour. Yields the product N1=CC(=CC=C1)C(=O)N1CCC(CC1)CC(C)N1CCC(CC1)N1C(NC2=C1C=CC=C2)=O (1-[1-[2-[1-(3-Pyridylcarbonyl)piperidin-4-yl]-1-methylethyl]-piperidin-4-yl]-1,3-dihydro-2H-benzimidazol-2-one). Yield: 79.7%. As a reaction SMILES: [NH:1]1[CH2:6][CH2:5][CH:4]([CH2:7][CH:8]([N:10]2[CH2:15][CH2:14][CH:13]([N:16]3[C:20]4[CH:21]=[CH:22][CH:23]=[CH:24][C:19]=4[NH:18][C:17]3=[O:25])[CH2:12][CH2:11]2)[CH3:9])[CH2:3][CH2:2]1.[C:26](O)(=[O:33])[C:27]1[CH:32]=[CH:31][CH:30]=[N:29][CH:28]=1.Cl.C(N=C=NCCCN(C)C)C.ON1C2C=CC=CC=2N=N1.[OH-].[Na+]>C(Cl)(Cl)Cl.C(N(CC)CC)C>[N:29]1[CH:30]=[CH:31][CH:32]=[C:27]([C:26]([N:1]2[CH2:6][CH2:5][CH:4]([CH2:7][CH:8]([N:10]3[CH2:15][CH2:14][CH:13]([N:16]4[C:20]5[CH:21]=[CH:22][CH:23]=[CH:24][C:19]=5[NH:18][C:17]4=[O:25])[CH2:12][CH2:11]3)[CH3:9])[CH2:3][CH2:2]2)=[O:33])[CH:28]=1 |f:2.3,5.6|. Procedure: To 9.7 mg of 1-[1-[2-(piperidin-4-yl)-1-methylethyl]-piperidin-4-yl]-1,3-dihydro-2H-benzimidazol-2-one which was synthesized by the method of Production Example 6, 1 ml of chloroform, 4.4 mg of nicotinic acid, 8 mg of 1-ethyl-3-[3-(dimethylamino)propyl]-carbodiimide hydrochloride, 6.4 mg of 1-hydroxybenzotriazole and 0.01 ml of triethylamine were added and stirred for an overnight. To the reaction liquid 1N aqueous sodium hydroxide solution and chloroform were added to separate the reaction liqu... The reactants are NC(=O)C(N)Cc1ccccc1, Cc1ccc(S(=O)(=O)N2CCCC2C(=O)O)cc1. Yields the product Cc1ccc(S(=O)(=O)N2CCCC2C(=O)NC(Cc2ccccc2)C(N)=O)cc1. RXN SMILES: [NH2:19][CH:20]([CH2:21][c:22]1[cH:23][cH:24][cH:25][cH:26][cH:27]1)[C:28]([NH2:29])=[O:30].[c:1]1([CH3:18])[cH:2][cH:3][c:4]([S:7](=[O:8])(=[O:9])[N:10]2[CH:11]([C:12](=[O:13])[OH:14])[CH2:15][CH2:16][CH2:17]2)[cH:5][cH:6]1>>[c:1]1([CH3:18])[cH:2][cH:3][c:4]([S:7](=[O:8])(=[O:9])[N:10]2[CH:11]([C:12](=[O:14])[NH:19][CH:20]([CH2:21][c:22]3[cH:23][cH:24][cH:25][cH:26][cH:27]3)[C:28]([NH2:29])=[O:30])[CH2:15][CH2:16][CH2:17]2)[cH:5][cH:6]1. Starting materials: CN(C(=N)N(C)C)C (1,1,3,3-Tetramethylguanidine), COC(C(NC(C1=C(C=C(C=C1)C(CCC1=CC(=CC=C1)O)O)Cl)=O)P(=O)(OC)OC)=O (N-[2-chloro-4-[1-hydroxy-3-(3-hydroxyphenyl)propan-1-yl]benzoyl]-2-(dimethoxyphosphinyl)glycine methyl ester), N1=CC(=CC2=CC=CC=C12)C=O (quinoline-3-carboxaldehyde). Run in O1CCCC1 (tetrahydrofuran). Run at time 10 minute. The product is COC(/C(=C/C=1C=NC2=CC=CC=C2C1)/NC(C1=C(C=C(C=C1)C(CCC1=CC(=CC=C1)O)O)Cl)=O)=O (rac.-(Z)-2-[[2-chloro-4-[1-hydroxy-3-(3-hydroxyphenyl)propan-1-yl]benzoyl]amino]-3-(quinolin-3-yl)propenoic acid methyl ester). Yield: 75.0%. Reaction SMILES: CN(C)C(N(C)C)=N.[CH3:9][O:10][C:11](=[O:40])[CH:12](P(OC)(OC)=O)[NH:13][C:14](=[O:33])[C:15]1[CH:20]=[CH:19][C:18]([CH:21]([OH:31])[CH2:22][CH2:23][C:24]2[CH:29]=[CH:28][CH:27]=[C:26]([OH:30])[CH:25]=2)=[CH:17][C:16]=1[Cl:32].[N:41]1[C:50]2[C:45](=[CH:46][CH:47]=[CH:48][CH:49]=2)[CH:44]=[C:43]([CH:51]=O)[CH:42]=1>O1CCCC1>[CH3:9][O:10][C:11](=[O:40])/[C:12](/[NH:13][C:14](=[O:33])[C:15]1[CH:20]=[CH:19][C:18]([CH:21]([OH:31])[CH2:22][CH2:23][C:24]2[CH:29]=[CH:28][CH:27]=[C:26]([OH:30])[CH:25]=2)=[CH:17][C:16]=1[Cl:32])=[CH:51]/[C:43]1[CH:42]=[N:41][C:50]2[C:45]([CH:44]=1)=[CH:46][CH:47]=[CH:48][CH:49]=2. Reported procedure: 1,1,3,3-Tetramethylguanidine (60 μL, 0.48 mmol) was added to a solution of rac.-N-[2-chloro-4-[1-hydroxy-3-(3-hydroxyphenyl)propan-1-yl]benzoyl]-2-(dimethoxyphosphinyl)glycine methyl ester (Example 134; 120 mg, 0.24 mmol) in tetrahydrofuran (5 mL) at −20° C. After 10 min, quinoline-3-carboxaldehyde (39.3 mg, 0.25 mmol) was added and the solution was stirred at room temperature for 16 h. The solvent was evaporated and ethyl acetate (10 mL) was added. The solution was washed with saturated sodium ... Reactants: C([O-])([O-])=O.[K+].[K+] (potassium carbonate), nitrogen-substituted, C1(=CC=C(C=C1)C1C=CC2=C(C=3C=C4N=C5C=CC=CC5=C4C(C3C2=C1)(C)C)Br)C1=CC=CC=C1 (10-(biphenyl-4-yl)-7-bromo-12,12-dimethyl-10,12-dihydroindeno[2,1-b]carbazole), C1(=CC=CC=C1)N1C2=CC=CC=C2C=2C=C(C=CC12)B1OC(C(O1)(C)C)(C)C (9-phenyl-3-(4,4,5,5-tetramethyl-1,3,2-dioxaborolan-2-yl)-9H-carbazole), solvent. The reagents and catalysts are C=1C=CC(=CC1)[P](C=2C=CC=CC2)(C=3C=CC=CC3)[Pd]([P](C=4C=CC=CC4)(C=5C=CC=CC5)C=6C=CC=CC6)([P](C=7C=CC=CC7)(C=8C=CC=CC8)C=9C=CC=CC9)[P](C=1C=CC=CC1)(C=1C=CC=CC1)C=1C=CC=CC1 (tetrakis(triphenylphosphine)palladium). The solvent is C1(=CC=CC=C1)C.C(C)O (toluene ethanol). Run at temperature 73 celsius, time 5 hour. Yields the product C1(=CC=C(C=C1)C1C=CC2=C(C=3C=C4N=C5C=CC=CC5=C4C(C3C2=C1)(C)C)C=1C=CC=2N(C3=CC=CC=C3C2C1)C1=CC=CC=C1)C1=CC=CC=C1 (10-(biphenyl-4-yl)-12,12-dimethyl-7-(9-phenyl-9H-carbazol-3-yl)-10,12-dihydroindeno[2,1-b]carbazole). The yield is 45.1%. RXN SMILES: [C:1]1([C:30]2[CH:35]=[CH:34][CH:33]=[CH:32][CH:31]=2)[CH:6]=[CH:5][C:4]([CH:7]2[CH:26]=[C:25]3[C:10](=[C:11](Br)[C:12]4[CH:13]=[C:14]5[C:22]([C:23]([CH3:28])([CH3:27])[C:24]=43)=[C:21]3[C:16]([CH:17]=[CH:18][CH:19]=[CH:20]3)=[N:15]5)[CH:9]=[CH:8]2)=[CH:3][CH:2]=1.[C:36]1([N:42]2[C:54]3[CH:53]=[CH:52][C:51](B4OC(C)(C)C(C)(C)O4)=[CH:50][C:49]=3[C:48]3[C:43]2=[CH:44][CH:45]=[CH:46][CH:47]=3)[CH:41]=[CH:40][CH:39]=[CH:38][CH:37]=1.C(=O)([O-])[O-].[K+].[K+]>C1C=CC([P]([Pd]([P](C2C=CC=CC=2)(C2C=CC=CC=2)C2C=CC=CC=2)([P](C2C=CC=CC=2)(C2C=CC=CC=2)C2C=CC=CC=2)[P](C2C=CC=CC=2)(C2C=CC=CC=2)C2C=CC=CC=2)(C2C=CC=CC=2)C2C=CC=CC=2)=CC=1.C1(C)C=CC=CC=1.C(O)C>[C:1]1([C:30]2[CH:35]=[CH:34][CH:33]=[CH:32][CH:31]=2)[CH:6]=[CH:5][C:4]([CH:7]2[CH:26]=[C:25]3[C:10](=[C:11]([C:51]4[CH:52]=[CH:53][C:54]5[N:42]([C:36]6[CH:41]=[CH:40][CH:39]=[CH:38][CH:37]=6)[C:43]6[C:48]([C:49]=5[CH:50]=4)=[CH:47][CH:46]=[CH:45][CH:44]=6)[C:12]4[CH:13]=[C:14]5[C:22]([C:23]([CH3:28])([CH3:27])[C:24]=43)=[C:21]3[C:16]([CH:17]=[CH:18][CH:19]=[CH:20]3)=[N:15]5)[CH:9]=[CH:8]2)=[CH:3][CH:2]=1 |f:2.3.4,6.7,^1:73,75,94,113|. Reported procedure: The resulting 10-(biphenyl-4-yl)-7-bromo-12,12-dimethyl-10,12-dihydroindeno[2,1-b]carbazole (16.5 g), 9-phenyl-3-(4,4,5,5-tetramethyl-1,3,2-dioxaborolan-2-yl)-9H-carbazole (14.2 g), a toluene/ethanol (4/1, v/v) mixed solvent (250 ml), and a 2M potassium carbonate aqueous solution (48 ml) were added to a nitrogen-substituted reaction vessel and aerated with nitrogen gas for 30 min under ultrasonic irradiation. The mixture was heated after adding tetrakis(triphenylphosphine)palladium (1.9 g), and ... The reactants are C(C)OC(CCN1C(C(OC2=C1C=C(C(=C2)C(F)(F)F)C(=O)N([C@H]2CN(CCC2)C(=O)OC(C)(C)C)C(C)C)(C)C)=O)=O (tert-butyl (3R)-3-[{[4-(3-ethoxy-3-oxopropyl)-2,2-dimethyl-3-oxo-7-(trifluoromethyl)-3,4-dihydro-2H-1,4-benzoxazin-6-yl]carbonyl}(isopropyl)amino]piperidine-1-carboxylate), [OH-].[Na+] (NaOH), CO (MeOH). Solvent: C1CCOC1 (THF). Reaction conditions: time 2 hour. Yields the product C(C)(C)(C)OC(=O)N1C[C@@H](CCC1)N(C(=O)C=1C(=CC2=C(N(C(C(O2)(C)C)=O)CCC(=O)O)C1)C(F)(F)F)C(C)C (3-[6-{[[(3R)-1-(tert-Butoxycarbonyl)piperidin-3-yl](isopropyl)amino]carbonyl}-2,2-dimethyl-3-oxo-7-(trifluoromethyl)-2,3-dihydro-4H-1,4-benzoxazin-4-yl]propanoic acid). RXN SMILES: C([O:3][C:4](=[O:43])[CH2:5][CH2:6][N:7]1[C:12]2[CH:13]=[C:14]([C:21]([N:23]([CH:37]([CH3:39])[CH3:38])[C@@H:24]3[CH2:29][CH2:28][CH2:27][N:26]([C:30]([O:32][C:33]([CH3:36])([CH3:35])[CH3:34])=[O:31])[CH2:25]3)=[O:22])[C:15]([C:17]([F:20])([F:19])[F:18])=[CH:16][C:11]=2[O:10][C:9]([CH3:41])([CH3:40])[C:8]1=[O:42])C.[OH-].[Na+].CO>C1COCC1>[C:33]([O:32][C:30]([N:26]1[CH2:27][CH2:28][CH2:29][C@@H:24]([N:23]([CH:37]([CH3:39])[CH3:38])[C:21]([C:14]2[C:15]([C:17]([F:18])([F:20])[F:19])=[CH:16][C:11]3[O:10][C:9]([CH3:40])([CH3:41])[C:8](=[O:42])[N:7]([CH2:6][CH2:5][C:4]([OH:43])=[O:3])[C:12]=3[CH:13]=2)=[O:22])[CH2:25]1)=[O:31])([CH3:34])([CH3:35])[CH3:36] |f:1.2|. Reported procedure: To tert-butyl (3R)-3-[{[4-(3-ethoxy-3-oxopropyl)-2,2-dimethyl-3-oxo-7-(trifluoromethyl)-3,4-dihydro-2H-1,4-benzoxazin-6-yl]carbonyl}(isopropyl)amino]piperidine-1-carboxylate (350 mg) were added a 2N NaOH aqueous solution (5 ml), MeOH (5 ml) and THF (5 ml), and the mixture was stirred at room temperature for 2 hours. After the reaction was complete, the solvent was concentrated, and thereto was added dropwise a 2N aqueous hydrochloric acid solution. The precipitated crystals were extracted with e... Starting materials: O[C@]1(C[C@@H]2CC[C@H]3[C@@H]4CC[C@H](C(C)=O)[C@]4(CC([C@@H]3[C@]2(CC1)C)=O)C)C (3α-hydroxy-3β-methyl-5α-pregnane-11,20-dione), BrBr (bromine), O (water), BrBr (bromine). Solvent: CO (methanol), CO (methanol). Product: BrCC([C@H]1CC[C@H]2[C@@H]3CC[C@H]4C[C@](CC[C@]4(C)[C@H]3C(C[C@]12C)=O)(C)O)=O (21-Bromo-3α-hydroxy-3β-methyl-5α-pregnane-11,20 -dione). Reaction SMILES: [OH:1][C@:2]1([CH3:25])[CH2:21][CH2:20][C@@:19]2([CH3:22])[C@@H:4]([CH2:5][CH2:6][C@@H:7]3[C@@H:18]2[C:17](=[O:23])[CH2:16][C@@:15]2([CH3:24])[C@H:8]3[CH2:9][CH2:10][C@@H:11]2[C:12](=[O:14])[CH3:13])[CH2:3]1.[Br:26]Br.O>CO>[Br:26][CH2:13][C:12](=[O:14])[C@@H:11]1[C@:15]2([CH3:24])[C@H:8]([C@H:7]3[C@H:18]([C:17](=[O:23])[CH2:16]2)[C@:19]2([CH3:22])[C@H:4]([CH2:3][C@@:2]([OH:1])([CH3:25])[CH2:21][CH2:20]2)[CH2:5][CH2:6]3)[CH2:9][CH2:10]1. Procedure details: A stirred solution of 3α-hydroxy-3β-methyl-5α-pregnane-11,20-dione (5.0 g., 15.0 mmole) in methanol (300 ml.) was treated with a solution of bromine (1.0 ml.) in methanol (30 ml.) at 0° and at such a rate that the yellow colour of the solution disappeared before further addition of the bromine solution took place. The mixture was then poured into water, the precipitated title compound (2.8 g.) was collected by filtration and dried over P2O5 in vacuo. Reagents/catalysts: C=1C=CC(=CC1)/C=C/C(=O)/C=C/C2=CC=CC=C2.C=1C=CC(=CC1)/C=C/C(=O)/C=C/C2=CC=CC=C2.C=1C=CC(=CC1)/C=C/C(=O)/C=C/C2=CC=CC=C2.[Pd].[Pd] (Pd2(dba)3). Yields the product C(C)(C)(C)OC(=O)N1CCN(CC1)C1=C(C=C(C=C1)OC)C#N (4-(2-Cyano-4-methoxy-phenyl)-piperazine-1-carboxylic acid tert-butyl ester). Reaction conditions: temperature 90 celsius. Procedure details: A mixture of Boc-homopiperazine (483 mg, 2.59 mmol), 2-bromo-5-methoxybenzonitrile (500 mg, 2.36 mmol), Pd2(dba)3 (108 mg, 0.12 mmol), xantphos (205 mg, 0.35 mmol), sodium t-butoxide (666 mg, 7.08 mmol) in degassed anhydrous dioxane (10 mL) was heated at 90° C. for 2 h. The mixture was allowed to cool and filtered through celite. The filtrate was concentrated and purified by chromatography (EtOAc/hexanes) to yield the title compound (691 mg, 92%). m/z (M+1) 318.39. Reaction SMILES: [C:1]([N:8]1[CH2:14][CH2:13][CH2:12][NH:11][CH2:10][CH2:9]1)([O:3][C:4]([CH3:7])([CH3:6])[CH3:5])=[O:2].BrC1[CH:23]=[CH:22][C:21]([O:24][CH3:25])=[CH:20][C:17]=1[C:18]#[N:19].CC1(C)C2C(=C(P(C3C=CC=CC=3)C3C=CC=CC=3)C=CC=2)OC2C(P(C3C=CC=CC=3)C3C=CC=CC=3)=CC=CC1=2.CC(C)([O-])C.[Na+]>O1CCOCC1.C1C=CC(/C=C/C(/C=C/C2C=CC=CC=2)=O)=CC=1.C1C=CC(/C=C/C(/C=C/C2C=CC=CC=2)=O)=CC=1.C1C=CC(/C=C/C(/C=C/C2C=CC=CC=2)=O)=CC=1.[Pd].[Pd]>[C:4]([O:3][C:1]([N:8]1[CH2:9][CH2:10][N:11]([C:12]2[CH:23]=[CH:22][C:21]([O:24][CH3:25])=[CH:20][C:17]=2[C:18]#[N:19])[CH2:13][CH2:14]1)=[O:2])([CH3:5])([CH3:6])[CH3:7] |f:3.4,6.7.8.9.10|. Yield: 92.3%. Reactants: C(=O)(OC(C)(C)C)N1CCNCCC1 (Boc-homopiperazine), BrC1=C(C#N)C=C(C=C1)OC (2-bromo-5-methoxybenzonitrile), CC1(C2=C(C(=CC=C2)P(C3=CC=CC=C3)C4=CC=CC=C4)OC5=C(C=CC=C51)P(C6=CC=CC=C6)C7=CC=CC=C7)C (xantphos), CC(C)([O-])C.[Na+] (sodium t-butoxide). The solvent is O1CCOCC1 (dioxane). Reactants: C(C)(C)C1=NC(=C(C(=C1CO)C1=CC=CC=C1)C=CCCCC)C(C)C (2,6Diisopropyl-3-hydroxymethyl-4-phenyl-5-(1-hexenyl)pyridine). Run in C(C)(=O)OCC.CCCCCC (ethyl acetate hexane). The product is C(C)(C)C1=NC(=C(C(=C1CO)C1=CC=CC=C1)CCCCCC)C(C)C (2,6Diisopropyl-3-hydroxymethyl-4-phenyl-5-hexylpyridine). RXN SMILES: [CH:1]([C:4]1[C:9]([CH2:10][OH:11])=[C:8]([C:12]2[CH:17]=[CH:16][CH:15]=[CH:14][CH:13]=2)[C:7]([CH:18]=[CH:19][CH2:20][CH2:21][CH2:22][CH3:23])=[C:6]([CH:24]([CH3:26])[CH3:25])[N:5]=1)([CH3:3])[CH3:2]>C(OCC)(=O)C.CCCCCC>[CH:1]([C:4]1[C:9]([CH2:10][OH:11])=[C:8]([C:12]2[CH:17]=[CH:16][CH:15]=[CH:14][CH:13]=2)[C:7]([CH2:18][CH2:19][CH2:20][CH2:21][CH2:22][CH3:23])=[C:6]([CH:24]([CH3:25])[CH3:26])[N:5]=1)([CH3:3])[CH3:2] |f:1.2|. Reported procedure: The title compound was prepared from 2,6-diisopropyl-3-hydroxymethyl-phenyl-5-(1-hexenyl)pyridine (Example 15) according to the procedure described in Example 1, Step H. 1H NMR (300 MHz, CDCl3): δ7.40 (m, 3 H), 7.18 (m, 2 H), 4.33 (d, J=5 Hz, 2 H), 3.42 (septet, J=7 Hz, 1 H), 3.23 (septet, J=7 Hz, 1 H), 2.26 H), 1.31 (m, 13 H), 1.12 (m, 8 H), 0.80 (t, J=7 Hz, 3 H). FAB-MS: calculated for (C24H35NO) 353, found 354 (M+H). Anal. Calcd for C24H35NO: C, 81.53; H, 9.98; N, 3.96. Found: C, 79.06; H, 9.... The reactants are C1(CC1)C1=C(C(=NO1)C1=C(C=CC=C1)OC(F)(F)F)COC1CC2CCC(C1)N2C=2SC1=C(N2)C(=CC(=C1)C(=O)OC)F (methyl 2-(3-((5-cyclopropyl-3-(2-(trifluoromethoxy)phenyl)isoxazol-4-yl)methoxy)-8-azabicyclo[3.2.1]octan-8-yl)-4-fluorobenzo[d]thiazole-6-carboxylate), C1CCOC1 (THF), [OH-].[K+] (KOH), CC(=O)O (AcOH). Run in CO (MeOH), CO (MeOH), C(C)(=O)OCC (ethyl acetate). Run at temperature 70 celsius, time 1 hour. The product is desired product, C1(CC1)C1=C(C(=NO1)C1=C(C=CC=C1)OC(F)(F)F)COC1CC2CCC(C1)N2C=2SC1=C(N2)C(=CC(=C1)C(=O)O)F (2-(3-((5-cyclopropyl-3-(2-(trifluoromethoxy)phenyl)isoxazol-4-yl)methoxy)-8-azabicyclo[3.2.1]octan-8-yl)-4-fluorobenzo[d]thiazole-6-carboxylic acid). RXN SMILES: [CH:1]1([C:4]2[O:8][N:7]=[C:6]([C:9]3[CH:14]=[CH:13][CH:12]=[CH:11][C:10]=3[O:15][C:16]([F:19])([F:18])[F:17])[C:5]=2[CH2:20][O:21][CH:22]2[CH2:28][CH:27]3[N:29]([C:30]4[S:31][C:32]5[CH:38]=[C:37]([C:39]([O:41]C)=[O:40])[CH:36]=[C:35]([F:43])[C:33]=5[N:34]=4)[CH:24]([CH2:25][CH2:26]3)[CH2:23]2)[CH2:3][CH2:2]1.C1COCC1.[OH-].[K+].CC(O)=O>C(OCC)(=O)C.CO>[CH:1]1([C:4]2[O:8][N:7]=[C:6]([C:9]3[CH:14]=[CH:13][CH:12]=[CH:11][C:10]=3[O:15][C:16]([F:19])([F:17])[F:18])[C:5]=2[CH2:20][O:21][CH:22]2[CH2:28][CH:27]3[N:29]([C:30]4[S:31][C:32]5[CH:38]=[C:37]([C:39]([OH:41])=[O:40])[CH:36]=[C:35]([F:43])[C:33]=5[N:34]=4)[CH:24]([CH2:25][CH2:26]3)[CH2:23]2)[CH2:3][CH2:2]1 |f:2.3|. Procedure: To a 25-mL round-bottom flask equipped with a stir bar was added sequentially methyl 2-(3-((5-cyclopropyl-3-(2-(trifluoromethoxy)phenyl)isoxazol-4-yl)methoxy)-8-azabicyclo[3.2.1]octan-8-yl)-4-fluorobenzo[d]thiazole-6-carboxylate (0.55 g, 0.89 mmol), 4.0 mL of THF, 2.0 mL of MeOH, and 3 N aqueous KOH solution (1 mL, 3 mmol). The resulting homogenous solution was stirred for 1 hour at 70° C., cooled to RT, and then quenched with AcOH (roughly 0.2 mL of glacial acetic, 3 mmoles) until pH=6 was achi...